From a dataset of the Open Reaction Database (ORD), a public repository of structured organic reaction records. describe an organic reaction: reactants, conditions, products, and yield Reactants: ice water, ClC1=CC=C(CCl)C=C1 (4-chlorobenzyl chloride), ClC1=CC=C(CCl)C=C1.CN(C)C=O (4-chlorobenzyl chloride DMF), COC=1C=CC(=NC1)C(=O)N (5-methoxy-2-pyridylcarboxamide), [Na] (sodium), C(C)S (ethanethiol). The solvent is C(C)(=O)OCC (ethyl acetate), CN(C)C=O (DMF), CN(C)C=O (DMF), CN(C)C=O (DMF). Conditions: time 15 minute. Yields the product ClC1=CC=C(COC=2C=CC(=NC2)C(=O)N)C=C1 (5-(4-chlorobenzyloxy)-2-pyridylcarboxamide). Reaction SMILES: [CH3:1][O:2][C:3]1[CH:4]=[CH:5][C:6]([C:9]([NH2:11])=[O:10])=[N:7][CH:8]=1.[Na].C(S)C.[Cl:16][C:17]1[CH:24]=[CH:23][C:20](CCl)=[CH:19][CH:18]=1.ClC1C=CC(CCl)=CC=1.CN(C=O)C>CN(C=O)C.C(OCC)(=O)C>[Cl:16][C:17]1[CH:24]=[CH:23][C:20]([CH2:1][O:2][C:3]2[CH:4]=[CH:5][C:6]([C:9]([NH2:11])=[O:10])=[N:7][CH:8]=2)=[CH:19][CH:18]=1 |f:4.5,^1:11|. Reported procedure: To 5-methoxy-2-pyridylcarboxamide (2 g, 13.2 mmol) in 5 ml of DMF at RT is added the sodium salt of ethanethiol (26.3 mmol) in DMF (61.5 ml). The slurry is heated to 110° with stirring for about 15 minutes. The reaction is cooled to 50° and 40 ml of DMF is added. After 0.5 hour, the reaction is cooled to 10° and 4-chlorobenzyl chloride (2.47 g, 15.4 mmol) is added. The reaction is allowed to warm to RT and is stirred for 3 days. About 0.5 ml of 4-chlorobenzyl chloride/DMF (0.21 g/l ml) is added.... Reactants: [BH4-], CO, [Na+], O=C1CCc2c([N+](=O)[O-])ccc(N3CCCC(CO)C3)c21. Product: O=[N+]([O-])c1ccc(N2CCCC(CO)C2)c2c1CCC2O. RXN SMILES: [BH4-:22].[CH3:24][OH:25].[Na+:23].[OH:1][CH2:2][CH:3]1[CH2:4][N:5]([c:9]2[cH:10][cH:11][c:12]([N+:19](=[O:20])[O-:21])[c:13]3[c:17]2[C:16](=[O:18])[CH2:15][CH2:14]3)[CH2:6][CH2:7][CH2:8]1>>[OH:1][CH2:2][CH:3]1[CH2:4][N:5]([c:9]2[cH:10][cH:11][c:12]([N+:19](=[O:20])[O-:21])[c:13]3[c:17]2[CH:16]([OH:18])[CH2:15][CH2:14]3)[CH2:6][CH2:7][CH2:8]1. Reactants: FC=1C=C(C(CCNC2=C(NC3=CC(=CC(=C23)Cl)Cl)C(=O)OCC)=O)C=CC1 (3-[(m-fluorophenacyl)methylamino]-2-carbethoxy-4,6-dichloroindole), [OH-].[Li+] (lithium hydroxide), O1CCCC1 (tetrahydrofuran), O (water). Run in C(C)(=O)OCC (ethyl acetate). Reaction conditions: time 24 hour. Yields the product FC=1C=C(C(CCNC2=C(NC3=CC(=CC(=C23)Cl)Cl)C(=O)O)=O)C=CC1 (3-[(m-fluorophenacyl)methylamino]-2-carboxy-4,6-dichloroindole). Yield: 87.8%. As a reaction SMILES: [F:1][C:2]1[CH:3]=[C:4]([CH:26]=[CH:27][CH:28]=1)[C:5](=[O:25])[CH2:6][CH2:7][NH:8][C:9]1[C:17]2[C:12](=[CH:13][C:14]([Cl:19])=[CH:15][C:16]=2[Cl:18])[NH:11][C:10]=1[C:20]([O:22]CC)=[O:21].[OH-].[Li+].O1CCCC1.O>C(OCC)(=O)C>[F:1][C:2]1[CH:3]=[C:4]([CH:26]=[CH:27][CH:28]=1)[C:5](=[O:25])[CH2:6][CH2:7][NH:8][C:9]1[C:17]2[C:12](=[CH:13][C:14]([Cl:19])=[CH:15][C:16]=2[Cl:18])[NH:11][C:10]=1[C:20]([OH:22])=[O:21] |f:1.2|. Reported procedure: Mix 3-[(m-fluorophenacyl)methylamino]-2-carbethoxy-4,6-dichloroindole (700 mg, 1.7 mmol), lithium hydroxide (210 mg, 5 mmol), tetrahydrofuran (10 mL) and water (10 mL). Stir for 24 hours at room temperature. Dilute with ethyl acetate (40 mL). Acidify while stirring and separate the layers. Dry the organic phase over magnesium sulfate, filter and concentrate in vacuo. Recrystallize the residue (ethyl acetate/hexane) to yield the title compound as a white powder (590 mg, 91%); mp 270°-280° C.